This data is from the Open Reaction Database (ORD), a public repository of structured organic reaction records. The task is: describe an organic reaction: reactants, conditions, products, and yield Reactants: CC(=O)[O-], CC(=O)O, Cc1nc2ccccc2c(=O)n1-c1ccc(Cl)c(Cl)c1, [Na+], COc1cccc(C=O)c1O. Yields the product COc1cccc(C=Cc2nc3ccccc3c(=O)n2-c2ccc(Cl)c(Cl)c2)c1O. As a reaction SMILES: [C:32]([O-:33])(=[O:34])[CH3:35].[C:37]([OH:38])(=[O:39])[CH3:40].[CH3:1][c:2]1[n:3][c:4]2[cH:5][cH:6][cH:7][cH:8][c:9]2[c:10](=[O:20])[n:11]1-[c:12]1[cH:13][c:14]([Cl:19])[c:15]([Cl:18])[cH:16][cH:17]1.[Na+:36].[OH:21][c:22]1[c:23]([CH:24]=[O:25])[cH:26][cH:27][cH:28][c:29]1[O:30][CH3:31]>>[CH:1]([c:2]1[n:3][c:4]2[cH:5][cH:6][cH:7][cH:8][c:9]2[c:10](=[O:20])[n:11]1-[c:12]1[cH:13][c:14]([Cl:19])[c:15]([Cl:18])[cH:16][cH:17]1)=[CH:24][c:23]1[c:22]([OH:21])[c:29]([O:30][CH3:31])[cH:28][cH:27][cH:26]1. Starting materials: CCCCCC, CC#N, CC(C)(C)OC(=O)N1CC2CNCC(C2)C1, N#Cc1ccc(OCCCCl)c(O)c1. Product: CC(C)(C)OC(=O)N1CC2CC(CN(CCCOc3ccc(C#N)cc3O)C2)C1. As a reaction SMILES: [CH3:31][CH2:32][CH2:33][CH2:34][CH2:35][CH3:36].[CH3:37][C:38]#[N:39].[CH:15]12[CH2:16][N:17]([C:24](=[O:25])[O:26][C:27]([CH3:28])([CH3:29])[CH3:30])[CH2:18][CH:19]([CH2:20][NH:21][CH2:22]1)[CH2:23]2.[Cl:1][CH2:2][CH2:3][CH2:4][O:5][c:6]1[c:7]([OH:14])[cH:8][c:9]([C:10]#[N:11])[cH:12][cH:13]1>>[CH2:2]([CH2:3][CH2:4][O:5][c:6]1[c:7]([OH:14])[cH:8][c:9]([C:10]#[N:11])[cH:12][cH:13]1)[N:21]1[CH2:20][CH:19]2[CH2:18][N:17]([C:24](=[O:25])[O:26][C:27]([CH3:28])([CH3:29])[CH3:30])[CH2:16][CH:15]([CH2:22]1)[CH2:23]2. Starting materials: IC1=CC=C(C=C1)C(CCCCN1CCC(CC1)C=1C=C(C=CC1)NC(C(C)C)=O)=O (N-(3-{1-[5-(4-iodophenyl)-5-oxopentyl]-4-piperidinyl}phenyl)-2-methylpropanamide), Cl.CC1=C(C=CC=C1)NN (1-(2-methylphenyl)hydrazine hydrochloride). The product is IC1=CC=C(C=C1)C=1NC2=C(C=CC=C2C1CCCN1CCC(CC1)C=1C=C(C=CC1)NC(C(C)C)=O)C (N-[3-(1-{3-[2-(4-IODOPHENYL)-7-METHYL-1H-INDOL-3-YL]PROPYL}-4-PIPERIDINYL)PHENYL]-2-METHYLPROPANAMIDE). Reaction SMILES: [I:1][C:2]1[CH:7]=[CH:6][C:5]([C:8](=O)[CH2:9][CH2:10][CH2:11][CH2:12][N:13]2[CH2:18][CH2:17][CH:16]([C:19]3[CH:20]=[C:21]([NH:25][C:26](=[O:30])[CH:27]([CH3:29])[CH3:28])[CH:22]=[CH:23][CH:24]=3)[CH2:15][CH2:14]2)=[CH:4][CH:3]=1.Cl.[CH3:33][C:34]1[CH:39]=[CH:38][CH:37]=[CH:36][C:35]=1[NH:40]N>>[I:1][C:2]1[CH:7]=[CH:6][C:5]([C:8]2[NH:40][C:35]3[C:36]([C:9]=2[CH2:10][CH2:11][CH2:12][N:13]2[CH2:18][CH2:17][CH:16]([C:19]4[CH:20]=[C:21]([NH:25][C:26](=[O:30])[CH:27]([CH3:29])[CH3:28])[CH:22]=[CH:23][CH:24]=4)[CH2:15][CH2:14]2)=[CH:37][CH:38]=[CH:39][C:34]=3[CH3:33])=[CH:4][CH:3]=1 |f:1.2|. Procedure: Prepared by Procedure E and Scheme M using N-(3-{1-[5-(4-iodophenyl)-5-oxopentyl]-4-piperidinyl}phenyl)-2-methylpropanamide and 1-(2-methylphenyl)hydrazine hydrochloride: ESMS m/e: 620.1 (M+H)+. Reactants: COC(=O)C1COC2=CC=C(C=C2C1)S(=O)(=O)Cl (6-Chlorosulfonyl-chroman-3-carboxylic acid methyl ester), COC(=O)C1COC2=CC=C(C=C2C1)SCC1=C(N=C(S1)C1=CC=C(C=C1)C(F)(F)F)C (6-[4-Methyl-2-(4-trifluoromethyl-pheny)-thiazol-5-ylmethylsulfanyl]-chroman-3-carboxylic acid methyl ester), COC(=O)C1COC2=CC=C(C=C2C1)SCC1=C(N=C(S1)C1=CC=C(C=C1)C(F)(F)F)C (6-[4-Methyl-2-(4-trifluoromethyl-pheny)-thiazol-5-ylmethylsulfanyl]-chroman-3-carboxylic acid methyl ester). Product: COC(=O)C1COC2=CC=C(C=C2C1)S (6-Mercapto-chroman-3-carboxylic acid methyl ester). Isolated yield 85.0%. Reaction SMILES: [CH3:1][O:2][C:3]([CH:5]1[CH2:14][C:13]2[C:8](=[CH:9][CH:10]=[C:11]([S:15](Cl)(=O)=O)[CH:12]=2)[O:7][CH2:6]1)=[O:4].COC(C1CC2C(=CC=C(SCC3SC(C4C=CC(C(F)(F)F)=CC=4)=NC=3C)C=2)OC1)=O>>[CH3:1][O:2][C:3]([CH:5]1[CH2:14][C:13]2[C:8](=[CH:9][CH:10]=[C:11]([SH:15])[CH:12]=2)[O:7][CH2:6]1)=[O:4]. Procedure: Compound 17C was prepared according to the method of example 1C utilizing compound 17B. Compound PPC was prepared in 85% yield. mp 83-84° C.; MS: 223 (M−1)+. Preparation of 6-[4-Methyl-2-(4-trifluoromethyl-pheny)-thiazol-5-ylmethylsulfanyl]-chroman-3-carboxylic acid methyl ester (Compound 17D) The reactants are ClC1=C(C=C2C(C(=CN(C2=C1)C1CC1)C(=O)O)=O)F (7-chloro-1-cyclopropyl-6-fluoro-1,4-dihydro-4-oxo-3-quinolinecarboxylic acid), C1(=CC=CC=C1)S(=O)(=O)N1C=C(C=C1)C1NCCNC1 (1-(phenylsulfonyl)-3-(2-piperazinyl)-1H-pyrrole). The solvent is N1=CC=CC=C1 (pyridine). Conditions: temperature 135 celsius. Yields the product C1(CC1)N1C=C(C(C2=CC(=C(C=C12)N1CC(NCC1)C1=CN(C=C1)S(=O)(=O)C1=CC=CC=C1)F)=O)C(=O)O (1-cyclopropyl-6-fluoro-1,4-dihydro-4-oxo-7-[3-[1-(phenylsulfonyl)-1H-pyrrol-3-yl]-1-piperazinyl]-3-quinolinecarboxylic acid). Yield: 42.1%. RXN SMILES: Cl[C:2]1[CH:11]=[C:10]2[C:5]([C:6](=[O:18])[C:7]([C:15]([OH:17])=[O:16])=[CH:8][N:9]2[CH:12]2[CH2:14][CH2:13]2)=[CH:4][C:3]=1[F:19].[C:20]1([S:26]([N:29]2[CH:33]=[CH:32][C:31]([CH:34]3[CH2:39][NH:38][CH2:37][CH2:36][NH:35]3)=[CH:30]2)(=[O:28])=[O:27])[CH:25]=[CH:24][CH:23]=[CH:22][CH:21]=1>N1C=CC=CC=1>[CH:12]1([N:9]2[C:10]3[C:5](=[CH:4][C:3]([F:19])=[C:2]([N:38]4[CH2:37][CH2:36][NH:35][CH:34]([C:31]5[CH:32]=[CH:33][N:29]([S:26]([C:20]6[CH:25]=[CH:24][CH:23]=[CH:22][CH:21]=6)(=[O:28])=[O:27])[CH:30]=5)[CH2:39]4)[CH:11]=3)[C:6](=[O:18])[C:7]([C:15]([OH:17])=[O:16])=[CH:8]2)[CH2:14][CH2:13]1. Procedure: A mixture of 337 mg of 7-chloro-1-cyclopropyl-6-fluoro-1,4-dihydro-4-oxo-3-quinolinecarboxylic acid, 1.2 g of 1-(phenylsulfonyl)-3-(2-piperazinyl)-1H-pyrrole and 5 ml of pyridine was heated in a pressure bottle at 135° C. for 16 hours, then allowed to cool and the pyridine removed under reduced pressure. The crude substance was purified by column chromatography using chloroform:methanol:water:triethylamine (9:0.5:0.01:0.01), giving 270 mg of 1-cyclopropyl-6-fluoro-1,4-dihydro-4-oxo-7-[3-[1-(phen... Reactants: ClC1=C(C2=C(CCN(CC2)C(C(F)(F)F)=O)C=C1)OS(=O)(=O)C(F)(F)F (7-chloro-3-(2,2,2-trifluoroacetyl)-6-trifluoromethanesulfonyloxy-2,3,4,5-tetrahydro-1H-benzo[d]azepine), CC(COCC1=CC=C(CN)C=C1)(C)C (4-(2,2-dimethyl-propoxymethyl)-benzylamine). Run in C1(=CC=CC=C1)C (toluene). Yields the product ClC1=C(C2=C(CCN(CC2)C(C(F)(F)F)=O)C=C1)NCC1=CC=C(C=C1)COCC(C)(C)C (7-chloro-6-[4-(2,2-dimethyl-propoxymethyl)-benzylamino]-3-(2,2,2-trifluoroacetyl)-2,3,4,5-tetrahydro-1H-benzo[d]azepine). Isolated yield 78.7%. Reaction SMILES: [Cl:1][C:2]1[CH:18]=[CH:17][C:5]2[CH2:6][CH2:7][N:8]([C:11](=[O:16])[C:12]([F:15])([F:14])[F:13])[CH2:9][CH2:10][C:4]=2[C:3]=1OS(C(F)(F)F)(=O)=O.[CH3:27][C:28]([CH3:41])([CH3:40])[CH2:29][O:30][CH2:31][C:32]1[CH:39]=[CH:38][C:35]([CH2:36][NH2:37])=[CH:34][CH:33]=1>C1(C)C=CC=CC=1>[Cl:1][C:2]1[CH:18]=[CH:17][C:5]2[CH2:6][CH2:7][N:8]([C:11](=[O:16])[C:12]([F:15])([F:14])[F:13])[CH2:9][CH2:10][C:4]=2[C:3]=1[NH:37][CH2:36][C:35]1[CH:38]=[CH:39][C:32]([CH2:31][O:30][CH2:29][C:28]([CH3:41])([CH3:40])[CH3:27])=[CH:33][CH:34]=1. Procedure: Use a method similar to the General Procedure 5-2 to couple 7-chloro-3-(2,2,2-trifluoroacetyl)-6-trifluoromethanesulfonyloxy-2,3,4,5-tetrahydro-1H-benzo[d]azepine (426 mg, 1 mmol) with 4-(2,2-dimethyl-propoxymethyl)-benzylamine (230 mg, 1.1 mmol) in anhydrous toluene (20 mL). Purify the crude mixture by chromatography on silica gel eluting with isohexane/EtOAc (1:0 to 4:1 gradient) to obtain 7-chloro-6-[4-(2,2-dimethyl-propoxymethyl)-benzylamino]-3-(2,2,2-trifluoroacetyl)-2,3,4,5-tetrahydro-1H-b...